Dataset: the Open Reaction Database (ORD), a public repository of structured organic reaction records. Task: describe an organic reaction: reactants, conditions, products, and yield Starting materials: CCOC(=O)c1cn(CC)c2cc(C3CC3)c(F)cc2c1=O, Cl, C1CCOC1. The product is CCn1cc(C(=O)O)c(=O)c2cc(F)c(C3CC3)cc21. RXN SMILES: [CH2:2]([CH3:3])[n:4]1[cH:5][c:6]([C:19](=[O:20])[O:21][CH2:22][CH3:23])[c:7](=[O:18])[c:8]2[cH:9][c:10]([F:17])[c:11]([CH:14]3[CH2:15][CH2:16]3)[cH:12][c:13]12.[ClH:1].[O:24]1[CH2:25][CH2:26][CH2:27][CH2:28]1>>[CH2:2]([CH3:3])[n:4]1[cH:5][c:6]([C:19](=[O:20])[OH:21])[c:7](=[O:18])[c:8]2[cH:9][c:10]([F:17])[c:11]([CH:14]3[CH2:15][CH2:16]3)[cH:12][c:13]12.